The task is: describe an organic reaction: reactants, conditions, products, and yield. This data is from the Open Reaction Database (ORD), a public repository of structured organic reaction records. The reactants are ClC1=CC(=NC(=N1)C1=CC=CC=C1)OC=1C=C(C#N)C=CC1OCC1=CC=CC=C1 (3-[(6-chloro-2-phenylpyrimidin-4-yl)oxy]-4-(benzyloxy)benzonitrile), C(=O)([O-])[O-].[Cs+].[Cs+] (Cs2CO3), OC=1C=C(C=CC1)C=1N(CCN1)C (2-(3-hydroxyphenyl)-1-methylimidazoline). Run in CS(=O)C (DMSO). Conditions: temperature 50 celsius, time 24 hour. Yields the product CN1C(=NCC1)C=1C=C(OC2=CC(=NC(=N2)C2=CC=CC=C2)OC=2C=C(C#N)C=CC2OCC2=CC=CC=C2)C=CC1 (3-[(6-[3-(1-methylimidazolin-2-yl)phenoxy]-2-phenylpyrimidin-4-yl)oxy]-4-(benzyloxy)benzonitrile). The yield is 37.6%. RXN SMILES: Cl[C:2]1[N:7]=[C:6]([C:8]2[CH:13]=[CH:12][CH:11]=[CH:10][CH:9]=2)[N:5]=[C:4]([O:14][C:15]2[CH:16]=[C:17]([CH:20]=[CH:21][C:22]=2[O:23][CH2:24][C:25]2[CH:30]=[CH:29][CH:28]=[CH:27][CH:26]=2)[C:18]#[N:19])[CH:3]=1.C([O-])([O-])=O.[Cs+].[Cs+].[OH:37][C:38]1[CH:39]=[C:40]([C:44]2[N:45]([CH3:49])[CH2:46][CH2:47][N:48]=2)[CH:41]=[CH:42][CH:43]=1>CS(C)=O>[CH3:49][N:45]1[CH2:46][CH2:47][N:48]=[C:44]1[C:40]1[CH:39]=[C:38]([CH:43]=[CH:42][CH:41]=1)[O:37][C:2]1[N:7]=[C:6]([C:8]2[CH:13]=[CH:12][CH:11]=[CH:10][CH:9]=2)[N:5]=[C:4]([O:14][C:15]2[CH:16]=[C:17]([CH:20]=[CH:21][C:22]=2[O:23][CH2:24][C:25]2[CH:30]=[CH:29][CH:28]=[CH:27][CH:26]=2)[C:18]#[N:19])[CH:3]=1 |f:1.2.3|. Reported procedure: To 3-[(6-chloro-2-phenylpyrimidin-4-yl)oxy]-4-(benzyloxy)benzonitrile (1.0 g, 2.4 mmol) in DMSO (12 mL) was added Cs2CO3 (0.8 g, 2.5 mmol) and 2-(3-hydroxyphenyl)-1-methylimidazoline (0.44 g, 2.5 mmol). After stirring in an oil bath at 50° C. for 24 hours, the reaction was partitioned with water and ethyl acetate. The layers were separated, washed with water and brine, dried (Na2SO4), and the solvent was removed in vacuo. The residue was chromatographed on silica gel with CH2CL2 /MeOH/NH4OH (120... The solvent is C(Cl)Cl (DCM), C(=O)(O)[O-].[Na+] (NaHCO3). Reaction SMILES: [CH2:1]([C:5]1[N:6]=[N:7][C:8]([O:24][C@@H:25]2[CH2:30][CH2:29][NH:28][CH2:27][C@H:26]2[F:31])=[CH:9][C:10]=1[C:11]1[CH:16]=[CH:15][C:14]([O:17][CH:18]2[CH2:23][CH2:22][CH2:21][CH2:20][CH2:19]2)=[CH:13][CH:12]=1)[CH2:2][CH2:3][CH3:4].C=O.[C:34](O[BH-](OC(=O)C)OC(=O)C)(=O)C.[Na+]>C(Cl)Cl.C([O-])(O)=O.[Na+]>[CH2:1]([C:5]1[N:6]=[N:7][C:8]([O:24][C@@H:25]2[CH2:30][CH2:29][N:28]([CH3:34])[CH2:27][C@H:26]2[F:31])=[CH:9][C:10]=1[C:11]1[CH:16]=[CH:15][C:14]([O:17][CH:18]2[CH2:23][CH2:22][CH2:21][CH2:20][CH2:19]2)=[CH:13][CH:12]=1)[CH2:2][CH2:3][CH3:4] |f:2.3,5.6|. Procedure: To a stirred solution of (±)-trans-3-butyl-4-(4-cyclohexyloxy-phenyl)-6-(3-fluoro-piperidin-4-yloxy)-pyridazine (20 mg, 0.047 mmol) in DCM (4 mL) was added 37% aqueous formaldehyde (0.1 mL, 1 mmol) and sodium triacetoxyborohydride (106 mg, 0.5 mmol). After 2 hrs the mixture was diluted with saturated aqueous NaHCO3 and extracted with DCM. The organics were dried over sodium sulfate, filtered, concentrated, and purified by column chromatography using 2-5% methanolic solution of ammonia (2.0 M amm... The reactants are C(CCC)C=1N=NC(=CC1C1=CC=C(C=C1)OC1CCCCC1)O[C@H]1[C@@H](CNCC1)F ((±)-trans-3-butyl-4-(4-cyclohexyloxy-phenyl)-6-(3-fluoro-piperidin-4-yloxy)-pyridazine), C=O (formaldehyde), C(C)(=O)O[BH-](OC(C)=O)OC(C)=O.[Na+] (sodium triacetoxyborohydride). Product: C(CCC)C=1N=NC(=CC1C1=CC=C(C=C1)OC1CCCCC1)O[C@H]1[C@@H](CN(CC1)C)F ((±)-trans-3-Butyl-4-(4-cyclohexyloxy-phenyl)-6-(3-fluoro-1-methyl-piperidin-4-yloxy)-pyridazine). The reactants are CCC(NC(=O)OCc1ccccc1)c1cc(C)c(C)cc1C1CCN(C(=O)C2CN(C(C)(C)C)CC2c2ccc(F)cc2F)CC1, CC(=O)O. Yields the product CCC(N)c1cc(C)c(C)cc1C1CCN(C(=O)C2CN(C(C)(C)C)CC2c2ccc(F)cc2F)CC1. As a reaction SMILES: [C:1]([CH3:2])([CH3:3])([CH3:4])[N:5]1[CH2:6][CH:7]([C:18](=[O:19])[N:20]2[CH2:21][CH2:22][CH:23]([c:26]3[c:27]([CH:34]([CH2:35][CH3:36])[NH:37][C:38](=[O:39])[O:40][CH2:41][c:42]4[cH:43][cH:44][cH:45][cH:46][cH:47]4)[cH:28][c:29]([CH3:33])[c:30]([CH3:32])[cH:31]3)[CH2:24][CH2:25]2)[CH:8]([c:10]2[c:11]([F:17])[cH:12][c:13]([F:16])[cH:14][cH:15]2)[CH2:9]1.[CH3:48][C:49](=[O:50])[OH:51]>>[C:1]([CH3:2])([CH3:3])([CH3:4])[N:5]1[CH2:6][CH:7]([C:18](=[O:19])[N:20]2[CH2:21][CH2:22][CH:23]([c:26]3[c:27]([CH:34]([CH2:35][CH3:36])[NH2:37])[cH:28][c:29]([CH3:33])[c:30]([CH3:32])[cH:31]3)[CH2:24][CH2:25]2)[CH:8]([c:10]2[c:11]([F:17])[cH:12][c:13]([F:16])[cH:14][cH:15]2)[CH2:9]1.